This data is from the Open Reaction Database (ORD), a public repository of structured organic reaction records. The task is: describe an organic reaction: reactants, conditions, products, and yield Reactants: O=Cc1ccc(Br)s1, CC(C)O, CC(=O)CC(C)=O, [Na+], [Na+], O=S(=O)([O-])[O-], O=S(Cl)Cl. Yields the product CC(=O)C(=Cc1ccc(Br)s1)C(C)=O. As a reaction SMILES: [Br:1][c:2]1[cH:3][cH:4][c:5]([CH:7]=[O:8])[s:6]1.[CH3:23][CH:24]([OH:25])[CH3:26].[CH3:9][C:10]([CH2:11][C:12]([CH3:13])=[O:14])=[O:15].[Na+:16].[Na+:17].[O-:18][S:19]([O-:20])(=[O:21])=[O:22].[S:27]([Cl:28])([Cl:29])=[O:30]>>[Br:1][c:2]1[cH:3][cH:4][c:5]([CH:7]=[C:11]([C:10]([CH3:9])=[O:15])[C:12]([CH3:13])=[O:14])[s:6]1. Starting materials: ClCCl, O=C(Cl)C(=O)Cl, CN(C)C=O, O=C(O)c1cccc2ccccc12. Reaction SMILES: [CH2:20]([Cl:21])[Cl:22].[Cl:14][C:15]([C:16]([Cl:17])=[O:18])=[O:19].[O:23]=[CH:24][N:25]([CH3:26])[CH3:27].[OH:1][C:2](=[O:3])[c:4]1[cH:5][cH:6][cH:7][c:8]2[cH:9][cH:10][cH:11][cH:12][c:13]12>>[O:1]=[C:2]([c:4]1[cH:5][cH:6][cH:7][c:8]2[cH:9][cH:10][cH:11][cH:12][c:13]12)[Cl:14]. The product is O=C(Cl)c1cccc2ccccc12. Reported procedure: 0.3 g (0.88 mmole) of 1-acetoxy-6-amino-1,2-dihydro-2-imino-4-(4-toluenesulfonyloxy)pyrimidine is added to a solution containing 10 ml of chloroform and 2 ml of piperidine while stirring. The mixture is refluxed under stirring for 30 minutes, then evaporated under reduced pressure. To the residue, 5 ml of ethanol and 1 ml of 1N aqueous sodium hydroxide solution are added. The mixture is set aside at room temperature for one hour, then evaporated under reduced pressure. The residue is triturated ... Isolated yield 75.0%. Conditions: time 1 hour. RXN SMILES: C([O:4][N:5]1[C:10]([NH2:11])=[CH:9][C:8](OS(C2C=CC(C)=CC=2)(=O)=O)=[N:7][C:6]1=[NH:23])(=O)C.[NH:24]1[CH2:29][CH2:28][CH2:27][CH2:26][CH2:25]1>C(Cl)(Cl)Cl>[NH2:11][C:10]1[N:5]([OH:4])[C:6](=[NH:23])[N:7]=[C:8]([N:24]2[CH2:29][CH2:28][CH2:27][CH2:26][CH2:25]2)[CH:9]=1. Product: NC1=CC(=NC(N1O)=N)N1CCCCC1 (6-amino-1,2-dihydro-1-hydroxy-2-imino-4-piperidinopyrimidine). Solvent: C(Cl)(Cl)Cl (chloroform). Reactants: N1CCCCC1 (piperidine), C(C)(=O)ON1C(N=C(C=C1N)OS(=O)(=O)C1=CC=C(C=C1)C)=N (1-acetoxy-6-amino-1,2-dihydro-2-imino-4-(4-toluenesulfonyloxy)pyrimidine). Starting materials: O=C1CC(CCC1)C(=O)OCC (ethyl 3-oxocyclohexane-1-carboxylate), NH4OAc, C(#N)CC(=O)OCC (ethyl 2-cyanoacetate), CC(=O)O (AcOH). The solvent is C1(=CC=CC=C1)C (toluene). Product: C(#N)C(C(=O)OCC)=C1CC(CCC1)C(=O)OCC (ethyl 3-(1-cyano-2-ethoxy-2-oxoethylidene)cyclohexane-1-carboxylate). The yield is 73.3%. RXN SMILES: O=[C:2]1[CH2:7][CH2:6][CH2:5][CH:4]([C:8]([O:10][CH2:11][CH3:12])=[O:9])[CH2:3]1.[C:13]([CH2:15][C:16]([O:18][CH2:19][CH3:20])=[O:17])#[N:14].CC(O)=O>C1(C)C=CC=CC=1>[C:13]([C:15](=[C:2]1[CH2:7][CH2:6][CH2:5][CH:4]([C:8]([O:10][CH2:11][CH3:12])=[O:9])[CH2:3]1)[C:16]([O:18][CH2:19][CH3:20])=[O:17])#[N:14]. Procedure: Into a 500-mL round-bottom flask, was placed ethyl 3-oxocyclohexane-1-carboxylate (7 g, 41.13 mmol, 1.00 equiv), ethyl 2-cyanoacetate (6.5 g, 57.46 mmol, 1.40 equiv), AcOH (0.8 mL) and NH4OAc (300 mg) in toluene (150 mL). The resulting solution was heated to reflux overnight in presence of a Dean-Stark. After the starting 4 was consumed completely, the resulting mixture was concentrated under vacuum. The residue was applied onto a silica gel column with ethyl acetate/petroleum ether (1:9) to giv...